This data is from the Open Reaction Database (ORD), a public repository of structured organic reaction records. The task is: describe an organic reaction: reactants, conditions, products, and yield The reactants are C(C)(C)C1=C(C=CC(=C1)[N+](=O)[O-])N=C1NC2(CS1)CCCC2 (2-(2-isopropyl-4-nitrophenylimino)-3-thia-1-azaspiro[4.4]nonane), C(C(C)C)Br (isobutyl bromide). Product: C(C(C)C)N1C(SCC12CCCC2)=NC2=C(C=C(C=C2)[N+](=O)[O-])C(C)C (1-isobutyl-2-(2-isopropyl-4-nitrophenylimino)-3-thia-1-azaspiro[4.4]nonane). As a reaction SMILES: [CH:1]([C:4]1[CH:9]=[C:8]([N+:10]([O-:12])=[O:11])[CH:7]=[CH:6][C:5]=1[N:13]=[C:14]1[S:18][CH2:17][C:16]2([CH2:22][CH2:21][CH2:20][CH2:19]2)[NH:15]1)([CH3:3])[CH3:2].[CH2:23](Br)[CH:24]([CH3:26])[CH3:25]>>[CH2:23]([N:15]1[C:16]2([CH2:22][CH2:21][CH2:20][CH2:19]2)[CH2:17][S:18][C:14]1=[N:13][C:5]1[CH:6]=[CH:7][C:8]([N+:10]([O-:12])=[O:11])=[CH:9][C:4]=1[CH:1]([CH3:3])[CH3:2])[CH:24]([CH3:26])[CH3:25]. Reported procedure: 2-Isoropylaniline was converted to 2-isopropylacetanilide according to Method A2a, Step 1. The acetanilide was converted to 2-isopropyl-4-nitroacetanilide according to Method A2a, Step 2. The acetanilide was deprotected according to Method A2a, Step 3 to give 2-isopropyl-4-nitroaniline. The aniline was converted to 2-isopropyl-4-nitrophenyl isothiocyanate according to Method A2a, Step 3. 1-Amino-1-(hydroxymethyl)cyclopentane was synthesized as described in Method B1c. The 2-hydroxyethylamine was... Reactants: CCCCOc1cc(CO)ccc1-c1cc(OC)ccc1F, ClCCl, O=S(Cl)Cl. Yields the product CCCCOc1cc(CCl)ccc1-c1cc(OC)ccc1F. As a reaction SMILES: [CH2:1]([CH2:2][CH2:3][CH3:4])[O:5][c:6]1[c:7](-[c:14]2[c:15]([F:22])[cH:16][cH:17][c:18]([O:20][CH3:21])[cH:19]2)[cH:8][cH:9][c:10]([CH2:12][OH:13])[cH:11]1.[Cl:27][CH2:28][Cl:29].[S:23]([Cl:24])([Cl:25])=[O:26]>>[CH2:1]([CH2:2][CH2:3][CH3:4])[O:5][c:6]1[c:7](-[c:14]2[c:15]([F:22])[cH:16][cH:17][c:18]([O:20][CH3:21])[cH:19]2)[cH:8][cH:9][c:10]([CH2:12][Cl:25])[cH:11]1. Reactants: COC1(CC1)C(=O)Cl (1-methoxy-cyclopropane-carbonyl chloride), Cl.CNOC (N,O-dimethyl-hydroxylamine hydrochloride), N1=CC=CC=C1 (pyridine). Run in ClCCl (dichloromethane). Conditions: temperature 20 celsius, time 1 hour. The product is CON(C(=O)C1(CC1)OC)C (N-methoxy-N-methyl-1-methoxy-cyclopropanecarboxamide). Yield: 84.9%. Reaction SMILES: [CH3:1][O:2][C:3]1([C:6](Cl)=[O:7])[CH2:5][CH2:4]1.Cl.[CH3:10][NH:11][O:12][CH3:13].N1C=CC=CC=1>ClCCl>[CH3:13][O:12][N:11]([CH3:10])[C:6]([C:3]1([O:2][CH3:1])[CH2:5][CH2:4]1)=[O:7] |f:1.2|. Procedure: 10 g (74 mmol) of 1-methoxy-cyclopropane-carbonyl chloride are added at 20° C. with stirring to a mixture of 8 g (82 mmol) of N,O-dimethyl-hydroxylamine hydrochloride and 100 ml of absolute dichloromethane. 13 g (164 mmol) of absolute pyridine are then added dropwise at 0° C. The mixture is initially subsequently stirred at 20° C. for one hour and then at 40° C. for one hour, the precipitate is then filtered off and 100 ml of dichloromethane are added. The reaction mixture is washed with water, ... Reactants: [OH-].[Na+] (sodium hydroxide), C(C)(=O)N1N=C(N2C1=CC(=N2)C)C=2C=C(C=CC2OC)NC(C2=C(C=CC(=C2)N=NC2=CC=C(C=C2)OC)O)=O (N-[3-(1-Acetyl-6-methyl-1H-pyrazolo[3,2-c]-s-triazol-3-yl)-4-methoxyphenyl]-2-hydroxy-5-(4-methoxyphenylazo) benzamide), C(C)(=O)O (acetic acid). The solvent is O (water), CO (methanol). Run at time 15 minute. Product: COC1=C(C=C(C=C1)NC(C1=C(C=CC(=C1)N=NC1=CC=C(C=C1)OC)O)=O)C=1N2C(NN1)=CC(=N2)C (N-[4-methoxy-3-(6-methyl-1H-pyrazolo[3,2-c]-s-triazol-3-yl)phenyl]-2-hydroxy-5-(4-methoxyphenylazo)benzamide). Reaction SMILES: C([N:4]1[C:8]2=[CH:9][C:10]([CH3:12])=[N:11][N:7]2[C:6]([C:13]2[CH:14]=[C:15]([NH:21][C:22](=[O:40])[C:23]3[CH:28]=[C:27]([N:29]=[N:30][C:31]4[CH:36]=[CH:35][C:34]([O:37][CH3:38])=[CH:33][CH:32]=4)[CH:26]=[CH:25][C:24]=3[OH:39])[CH:16]=[CH:17][C:18]=2[O:19][CH3:20])=[N:5]1)(=O)C.[OH-].[Na+].C(O)(=O)C>CO.O>[CH3:20][O:19][C:18]1[CH:17]=[CH:16][C:15]([NH:21][C:22](=[O:40])[C:23]2[CH:28]=[C:27]([N:29]=[N:30][C:31]3[CH:32]=[CH:33][C:34]([O:37][CH3:38])=[CH:35][CH:36]=3)[CH:26]=[CH:25][C:24]=2[OH:39])=[CH:14][C:13]=1[C:6]1[N:7]2[N:11]=[C:10]([CH3:12])[CH:9]=[C:8]2[NH:4][N:5]=1 |f:1.2|. Procedure details: N-[3-(1-Acetyl-6-methyl-1H-pyrazolo[3,2-c]-s-triazol-3-yl)-4-methoxyphenyl]-2-hydroxy-5-(4-methoxyphenylazo) benzamide (1.4 g) was dissolved in methanol (100 ml) and a solution of sodium hydroxide (1.0 g) in water (30 ml) added. After stirring for 15 minutes the solution was acidified with glacial acetic acid when a gelatinous precipitate of the product appeared. This was removed by filtration, washed with water and crystallized in aqueous pyridine (850 mg; 66%), m.p. 295°-6°, λmax (methanol)=35... Starting materials: C(C)(C)(C)OC(NC1(COC(OC1)(C)C)CCC1=CC(=C(C=C1)OCCCC=1C=C(C=CC1)C1=CC=CC=C1)C(F)(F)F)=O ([5-(2-{4-[3-(biphenyl-3-yl)propoxy]-3-trifluoromethylphenyl}ethyl)-2,2-dimethyl-1,3-dioxan-5-yl]carbamic acid t-butyl ester), Cl (hydrochloric acid). Run in C(C)O (ethanol). Reaction conditions: temperature 80 celsius, time 1.5 hour. Yields the product Cl.NC(CO)(CO)CCC1=CC(=C(C=C1)OCCCC=1C=C(C=CC1)C1=CC=CC=C1)C(F)(F)F (2-amino-2-(2-{4-[3-(biphenyl-3-yl)propoxy]-3-trifluoromethylphenyl}ethyl)propane-1,3-diol hydrochloride). Reaction SMILES: C(OC(=O)[NH:7][C:8]1([CH2:16][CH2:17][C:18]2[CH:23]=[CH:22][C:21]([O:24][CH2:25][CH2:26][CH2:27][C:28]3[CH:29]=[C:30]([C:34]4[CH:39]=[CH:38][CH:37]=[CH:36][CH:35]=4)[CH:31]=[CH:32][CH:33]=3)=[C:20]([C:40]([F:43])([F:42])[F:41])[CH:19]=2)[CH2:13][O:12]C(C)(C)[O:10][CH2:9]1)(C)(C)C.[ClH:45]>C(O)C>[ClH:45].[NH2:7][C:8]([CH2:16][CH2:17][C:18]1[CH:23]=[CH:22][C:21]([O:24][CH2:25][CH2:26][CH2:27][C:28]2[CH:29]=[C:30]([C:34]3[CH:35]=[CH:36][CH:37]=[CH:38][CH:39]=3)[CH:31]=[CH:32][CH:33]=2)=[C:20]([C:40]([F:41])([F:42])[F:43])[CH:19]=1)([CH2:9][OH:10])[CH2:13][OH:12] |f:3.4|. Procedure: Compound 79-5 (810 mg) was dissolved in ethanol (15 ml), concentrated hydrochloric acid (1.5 ml) was added, and the mixture was stirred at 80° C. for 1.5 hr. The reaction mixture was concentrated, and the residue was washed with diethyl ether to give the object product (530 mg) as a white powder. Reactants: [Al+3], CCCCCCCC(=O)N1CCc2cc(OC)ccc2C1, CCOCC, [H-], [H-], [H-], [H-], [Li+], O. The product is CCCCCCCCN1CCc2cc(OC)ccc2C1. Reaction SMILES: [Al+3:23].[CH3:1][O:2][c:3]1[cH:4][c:5]2[c:10]([cH:11][cH:12]1)[CH2:9][N:8]([C:13]([CH2:14][CH2:15][CH2:16][CH2:17][CH2:18][CH2:19][CH3:20])=[O:21])[CH2:7][CH2:6]2.[CH3:29][CH2:30][O:31][CH2:32][CH3:33].[H-:22].[H-:25].[H-:26].[H-:27].[Li+:24].[OH2:28]>>[CH3:1][O:2][c:3]1[cH:4][c:5]2[c:10]([cH:11][cH:12]1)[CH2:9][N:8]([CH2:13][CH2:14][CH2:15][CH2:16][CH2:17][CH2:18][CH2:19][CH3:20])[CH2:7][CH2:6]2. Reaction conditions: time 4.25 hour. The reactants are C[C@@H](CC=O)CCC=C(C)C ((R)-3,7-dimethyl-6-octenal), barium hydroxyde-octahydrate, CC(=O)C (acetone). As a reaction SMILES: [CH3:1][C@H:2]([CH2:6][CH2:7][CH:8]=[C:9]([CH3:11])[CH3:10])[CH2:3][CH:4]=O.[CH3:12][C:13]([CH3:15])=[O:14]>O>[CH3:1][C@H:2]([CH2:6][CH2:7][CH:8]=[C:9]([CH3:11])[CH3:10])[CH2:3]/[CH:4]=[CH:12]/[C:13](=[O:14])[CH3:15]. Run in O (water). Procedure details: To a solution of 25 g (R)-3,7-dimethyl-6-octenal [(R)-citronellal] (chemical purity according to gas chromatography 98.3-98.5%; enantiomeric purity 97-97.6% ee) in 70 ml acetone and 170 ml of water there was added 9.8 g of barium hydroxyde-octahydrate and the mixture was stirred under argon a 68°-69° C. during 4.25 hours. Thereafter, the reaction mixture was cooled to room temperature and extracted two times with 500 ml of n-hexane. The organic phases were combined, washed with 100 ml of water a... Product: C[C@@H](C/C=C/C(C)=O)CCC=C(C)C ((3E,6R)-6,10-dimethyl-3,9-undecadiene-2-one). The reactants are N1C(=NC2=C1C=CC=C2)C(=O)C2=CC=C(OC=1C(=NC=CN1)C1CCN(CC1)C(C)=O)C=C2 (1-(4-(3-(4-(1H-benzo[d]imidazole-2-carbonyl)phenoxy)pyrazin-2-yl)piperidin-1-yl)ethanone), CC=1C=C2C(=CC1C)N(C3=NC(=O)NC(=O)C3=N2)C[C@@H]([C@@H]([C@@H](CO)O)O)O (e101). Run in C1CCOC1 (THF). Reaction conditions: time 40 hour. Yields the product N1C(=NC2=C1C=CC=C2)C(C2=CC=C(OC=1C(=NC=CN1)C1CCN(CC1)C(C)=O)C=C2)O (1-(4-(3-(4-((1H-benzo[d]imidazol-2-yl)(hydroxy)methyl)phenoxy)pyrazin-2-yl)piperidin-1-yl)ethanone). Reaction SMILES: [NH:1]1[C:5]2[CH:6]=[CH:7][CH:8]=[CH:9][C:4]=2[N:3]=[C:2]1[C:10]([C:12]1[CH:33]=[CH:32][C:15]([O:16][C:17]2[C:18]([CH:23]3[CH2:28][CH2:27][N:26]([C:29](=[O:31])[CH3:30])[CH2:25][CH2:24]3)=[N:19][CH:20]=[CH:21][N:22]=2)=[CH:14][CH:13]=1)=[O:11].CC1C=C2N=C3C(=NC(NC3=O)=O)N(C[C@H](O)[C@H](O)[C@H](O)CO)C2=CC=1C>C1COCC1>[NH:1]1[C:5]2[CH:6]=[CH:7][CH:8]=[CH:9][C:4]=2[N:3]=[C:2]1[CH:10]([OH:11])[C:12]1[CH:13]=[CH:14][C:15]([O:16][C:17]2[C:18]([CH:23]3[CH2:28][CH2:27][N:26]([C:29](=[O:31])[CH3:30])[CH2:25][CH2:24]3)=[N:19][CH:20]=[CH:21][N:22]=2)=[CH:32][CH:33]=1. Reported procedure: To the solution of 1-(4-(3-(4-(1H-benzo[d]imidazole-2-carbonyl)phenoxy)pyrazin-2-yl)piperidin-1-yl)ethanone (100 mg, 0.23 mmol) in THF (4.5 mL) was added palladium hydroxide, 20 wt % pd (dry basis) on carbon, wet, degussa type e101 ne/w (31.8 mg, 0.045 mmol). The reaction mixture was stirred at RT under 1 atm of H2 for 40 h. The reaction mixture was filtered through a pad of celite and washed with THF. The filtrate was washed with a mixture 1 N NaOH and brine. The aqueous layer was extracted wit... The reactants are chloropropanediols, ClCC(CO)O (1-chloro-2,3-propanediol), ClC(CO)CCl (2,3-dichloro-1-propanol), ClC(CO)CCl (2,3-dichloro-1-propanol), ClC(CO)CO (2-chloro-1,3-propanediol). Conditions: time 7 minute. Product: ClCC(CO)O.ClC(CO)CCl (2,3-dichloro-1-propanol 1-chloro-2,3-propanediol), ClC(CO)CO (2-chloro-1,3-propanediol). As a reaction SMILES: [Cl:1][CH:2]([CH2:5][Cl:6])[CH2:3][OH:4].[Cl:7][CH2:8][CH:9]([OH:12])[CH2:10][OH:11].[Cl:13][CH:14]([CH2:17][OH:18])[CH2:15][OH:16]>>[Cl:7][CH2:8][CH:9]([OH:12])[CH2:10][OH:11].[Cl:1][CH:2]([CH2:5][Cl:6])[CH2:3][OH:4].[Cl:13][CH:14]([CH2:17][OH:18])[CH2:15][OH:16] |f:3.4|. Reported procedure: Three products were detected. Of these, one product has a GC retention time of 6 minutes and showed the mass spectrum diagnostic for 2,3-dichloro-1-propanol, identical to that of an authentic sample of 2,3-dichloro-1-propanol. Two other products had GC retention times of 7 and 8 minutes, and showed the mass spectra diagnostic for chloropropanediols. The product having a 7 minute retention time was identified as 1-chloro-2,3-propanediol by mass spectrographic analysis. The product having an 8 min...